Dataset: the Open Reaction Database (ORD), a public repository of structured organic reaction records. Task: describe an organic reaction: reactants, conditions, products, and yield Starting materials: CCCCO, Clc1ccc(-c2ccccc2Cl)nn1, C1CC2(CCN1)OCCO2. Yields the product Clc1ccccc1-c1ccc(N2CCC3(CC2)OCCO3)nn1. Reaction SMILES: [CH2:25]([OH:26])[CH2:27][CH2:28][CH3:29].[Cl:1][c:2]1[n:3][n:4][c:5](-[c:8]2[c:9]([Cl:14])[cH:10][cH:11][cH:12][cH:13]2)[cH:6][cH:7]1.[O:15]1[CH2:16][CH2:17][O:18][C:19]12[CH2:20][CH2:21][NH:22][CH2:23][CH2:24]2>>[c:2]1([N:22]2[CH2:21][CH2:20][C:19]3([O:15][CH2:16][CH2:17][O:18]3)[CH2:24][CH2:23]2)[n:3][n:4][c:5](-[c:8]2[c:9]([Cl:14])[cH:10][cH:11][cH:12][cH:13]2)[cH:6][cH:7]1. Starting materials: [BH3-]C#N, CO, CCN(C(C)C)C(C)C, ClCCl, Cl, N#Cc1ccc(N2CCNCC2)cc1, O=CC=C(c1ccccc1)c1ccccc1. Yields the product N#Cc1ccc(N2CCN(CC=C(c3ccccc3)c3ccccc3)CC2)cc1. Reaction SMILES: [C:41]([BH3-:42])#[N:43].[CH3:47][OH:48].[CH:32]([N:33]([CH:34]([CH3:35])[CH3:36])[CH2:37][CH3:38])([CH3:39])[CH3:40].[Cl:44][CH2:45][Cl:46].[ClH:1].[N:2]1([c:8]2[cH:9][cH:10][c:11]([C:12]#[N:13])[cH:14][cH:15]2)[CH2:3][CH2:4][NH:5][CH2:6][CH2:7]1.[c:16]1([C:22](=[CH:23][CH:24]=[O:25])[c:26]2[cH:27][cH:28][cH:29][cH:30][cH:31]2)[cH:17][cH:18][cH:19][cH:20][cH:21]1>>[N:2]1([c:8]2[cH:9][cH:10][c:11]([C:12]#[N:13])[cH:14][cH:15]2)[CH2:3][CH2:4][N:5]([CH2:24][CH:23]=[C:22]([c:16]2[cH:17][cH:18][cH:19][cH:20][cH:21]2)[c:26]2[cH:27][cH:28][cH:29][cH:30][cH:31]2)[CH2:6][CH2:7]1. The reactants are C(C)OC(COC1=CC(=CC=C1)NC(=O)C1=CC(=CC2=CC=CC=C12)C1=CC=CC=C1)=O (Ethyl(3-{[(3-phenylnaphthalen-1-yl)carbonyl]amino}phenoxy)acetate), O[Li].O (LiOH.H2O). Yields the product C1(=CC=CC=C1)C=1C=C(C2=CC=CC=C2C1)C(=O)NC=1C=C(OCC(=O)O)C=CC1 ((3-{[(3-phenylnaphthalen-1-yl)carbonyl]amino}phenoxy)acetic acid). Reaction SMILES: C([O:3][C:4](=[O:32])[CH2:5][O:6][C:7]1[CH:12]=[CH:11][CH:10]=[C:9]([NH:13][C:14]([C:16]2[C:25]3[C:20](=[CH:21][CH:22]=[CH:23][CH:24]=3)[CH:19]=[C:18]([C:26]3[CH:31]=[CH:30][CH:29]=[CH:28][CH:27]=3)[CH:17]=2)=[O:15])[CH:8]=1)C.O[Li].O>>[C:26]1([C:18]2[CH:17]=[C:16]([C:14]([NH:13][C:9]3[CH:8]=[C:7]([CH:12]=[CH:11][CH:10]=3)[O:6][CH2:5][C:4]([OH:32])=[O:3])=[O:15])[C:25]3[C:20]([CH:19]=2)=[CH:21][CH:22]=[CH:23][CH:24]=3)[CH:27]=[CH:28][CH:29]=[CH:30][CH:31]=1 |f:1.2|. Procedure details: Compound 9a was synthesized from 8a (0.21 mmol) and LiOH.H2O (0.63 mmol) using the procedure according to the above Method E. Starting materials: BrC1=CC=C(C=C1)OC(F)F (1-bromo-4-(difluoromethoxy)benzene), [Al] (aluminum), C(#C)C=1C=CC(=C(C1)N1CCOCC1)F (4-(5-ethynyl-2-fluorophenyl)morpholine), teflon. Reagents/catalysts: [Cu](I)I (Copper iodide), [Pd].C1(=CC=CC=C1)P(C1=CC=CC=C1)C1=CC=CC=C1.C1(=CC=CC=C1)P(C1=CC=CC=C1)C1=CC=CC=C1.C1(=CC=CC=C1)P(C1=CC=CC=C1)C1=CC=CC=C1.C1(=CC=CC=C1)P(C1=CC=CC=C1)C1=CC=CC=C1 (Tetrakis(triphenylphosphine) palladium). Run in C(C)N(CC)CC (triethylamine), C(C)OCC (diethylether). Product: FC(OC1=CC=C(C=C1)C#CC=1C=CC(=C(C1)N1CCOCC1)F)F (4-(5-((4-(difluoromethoxy)phenyl)ethynyl)-2-fluorophenyl)morpholine). The yield is 96.0%. RXN SMILES: [C:1]([C:3]1[CH:4]=[CH:5][C:6]([F:15])=[C:7]([N:9]2[CH2:14][CH2:13][O:12][CH2:11][CH2:10]2)[CH:8]=1)#[CH:2].Br[C:17]1[CH:22]=[CH:21][C:20]([O:23][CH:24]([F:26])[F:25])=[CH:19][CH:18]=1.[Al]>C(N(CC)CC)C.C(OCC)C.[Cu](I)I.[Pd].C1(P(C2C=CC=CC=2)C2C=CC=CC=2)C=CC=CC=1.C1(P(C2C=CC=CC=2)C2C=CC=CC=2)C=CC=CC=1.C1(P(C2C=CC=CC=2)C2C=CC=CC=2)C=CC=CC=1.C1(P(C2C=CC=CC=2)C2C=CC=CC=2)C=CC=CC=1>[F:25][CH:24]([F:26])[O:23][C:20]1[CH:21]=[CH:22][C:17]([C:2]#[C:1][C:3]2[CH:4]=[CH:5][C:6]([F:15])=[C:7]([N:9]3[CH2:14][CH2:13][O:12][CH2:11][CH2:10]3)[CH:8]=2)=[CH:18][CH:19]=1 |f:6.7.8.9.10|. Procedure: In a 0.5-2 ml Biotage conical microwave vial equipped with magnetic spin vane was dissolved 4-(5-ethynyl-2-fluorophenyl)morpholine (540 mg, 1.50 mmol) in triethylamine (1.5 mL). Copper iodide (54 mg, 0.283 mmol) and Tetrakis(triphenylphosphine) palladium (105 mg, 0.091 mmol) were added. Lastly 1-bromo-4-(difluoromethoxy)benzene (0.750 g, 3.36 mmol) was added, the vial was covered with a teflon septa, an aluminum cap was crimped in place, and the assembly was set on a Biotage Emrys microwave inst... The reactants are FC(CNC(=O)NC=1C=C(C=CC1)C1=CN=C2N1N=CC(=C2)C=2C=NN(C2)C(C(=O)O)C)(F)F (2-(4-{3-[3-({[(2,2,2-trifluoroethyl)amino]carbonyl}amino)phenyl]imidazo[1,2-b]pyridazin-7-yl}-1H-pyrazol-1-yl)propanoic acid), NCC(C)O (1-amino-2-propanol). Product: OC(CNC(C(C)N1N=CC(=C1)C1=CC=2N(N=C1)C(=CN2)C2=CC(=CC=C2)NC(=O)NCC(F)(F)F)=O)C (N-(2-Hydroxypropyl)-2-(4-{3-[3-({[(2,2,2-trifluoroethyl)amino]carbonyl}amino)phenyl]imidazo[1,2-b]pyridazin-7-yl}-1H-pyrazol-1-yl)propanamide). RXN SMILES: [F:1][C:2]([F:34])([F:33])[CH2:3][NH:4][C:5]([NH:7][C:8]1[CH:9]=[C:10]([C:14]2[N:18]3[N:19]=[CH:20][C:21]([C:23]4[CH:24]=[N:25][N:26]([CH:28]([CH3:32])[C:29](O)=[O:30])[CH:27]=4)=[CH:22][C:17]3=[N:16][CH:15]=2)[CH:11]=[CH:12][CH:13]=1)=[O:6].[NH2:35][CH2:36][CH:37]([OH:39])[CH3:38]>>[OH:39][CH:37]([CH3:38])[CH2:36][NH:35][C:29](=[O:30])[CH:28]([N:26]1[CH:27]=[C:23]([C:21]2[CH:20]=[N:19][N:18]3[C:14]([C:10]4[CH:11]=[CH:12][CH:13]=[C:8]([NH:7][C:5]([NH:4][CH2:3][C:2]([F:33])([F:1])[F:34])=[O:6])[CH:9]=4)=[CH:15][N:16]=[C:17]3[CH:22]=2)[CH:24]=[N:25]1)[CH3:32]. Reported procedure: This compound was prepared by using procedures analogous to those described for the synthesis of Example 54, Step 3 starting from 2-(4-{3-[3-({[(2,2,2-trifluoroethyl)amino]carbonyl}amino)phenyl]imidazo[1,2-b]pyridazin-7-yl}-1H-pyrazol-1-yl)propanoic acid and 1-amino-2-propanol. LCMS (M+H)+: m/z=531.2.